From a dataset of the Open Reaction Database (ORD), a public repository of structured organic reaction records. describe an organic reaction: reactants, conditions, products, and yield Starting materials: C12(CC3CC(CC(C1)C3)C2)NC(NCCCC(=O)O)=O (4-(3-adamantan-1-yl-ureido)butyric acid), C(C)OC(C1=CC=C(C=C1)CO)=O (4-hydroxymethylbenzoic acid ethyl ester), CCN=C=NCCCN(C)C (EDCI). Reagents/catalysts: CN(C)C=1C=CN=CC1 (DMAP). Run in C(Cl)Cl (methylene chloride). Conditions: time 12 hour. The product is C(C)OC(C1=CC=C(C=C1)COC(CCCNC(=O)NC12CC3CC(CC(C1)C3)C2)=O)=O (4-[4-(3-Adamantan-1-yl-ureido)butyryloxymethyl]benzoic Acid Ethyl Ester). Isolated yield 76.2%. As a reaction SMILES: [C:1]12([NH:11][C:12](=[O:20])[NH:13][CH2:14][CH2:15][CH2:16][C:17]([OH:19])=[O:18])[CH2:10][CH:5]3[CH2:6][CH:7]([CH2:9][CH:3]([CH2:4]3)[CH2:2]1)[CH2:8]2.[CH2:21]([O:23][C:24](=[O:33])[C:25]1[CH:30]=[CH:29][C:28]([CH2:31]O)=[CH:27][CH:26]=1)[CH3:22].CCN=C=NCCCN(C)C>CN(C1C=CN=CC=1)C.C(Cl)Cl>[CH2:21]([O:23][C:24](=[O:33])[C:25]1[CH:30]=[CH:29][C:28]([CH2:31][O:18][C:17](=[O:19])[CH2:16][CH2:15][CH2:14][NH:13][C:12]([NH:11][C:1]23[CH2:8][CH:7]4[CH2:9][CH:3]([CH2:4][CH:5]([CH2:6]4)[CH2:10]2)[CH2:2]3)=[O:20])=[CH:27][CH:26]=1)[CH3:22]. Reported procedure: To a solution of 4-(3-adamantan-1-yl-ureido)butyric acid 822 (1.23 g, 0.83 mmol), DMAP (0.05 g, 0.42 mmol), and the above alcohol (0.15 g, 0.83 mmol) in methylene chloride (30 mL) was added EDCI (0.16 g, 0.83 mmol) at room temperature. After stirring for 12 h, the reaction mixture was washed with 1 N NaOH aqueous solution (15 mL) and water (30 mL), and the organic layer was dried over Na2SO4 and concentrated. Then the residue was purified by column chromatography on silica gel eluting hexane and... Product: 3'-nitrobenzylideneacetoacetic acid methyl ester, C1(=CC=CC=C1)CCOC(\C=C(\C)/N)=O (β-aminocrotonic acid 2-phenylethyl ester). Yield: 74.0%. As a reaction SMILES: [C:1]1([CH2:7][CH2:8][O:9][C:10]([C:12]2C(C3C=CC=C([N+]([O-])=O)C=3)C(C(OC)=O)=C(C)[NH:16][C:17]=2[CH3:18])=[O:11])[CH:6]=[CH:5][CH:4]=[CH:3][CH:2]=1>C(O)C>[C:1]1([CH2:7][CH2:8][O:9][C:10](=[O:11])/[CH:12]=[C:17](\[NH2:16])/[CH3:18])[CH:6]=[CH:5][CH:4]=[CH:3][CH:2]=1. Run in C(C)O (ethanol), C(C)O (ethanol). The reactants are C1(=CC=CC=C1)CCOC(=O)C=1C(C(=C(NC1C)C)C(=O)OC)C1=CC(=CC=C1)[N+](=O)[O-] (2,6-dimethyl-3-methoxycarbonyl-4-(3'-nitrophenyl)-1,4-dihydropyridine-5-carboxylic acid 2-phenylethyl ester). Reported procedure: Analogously to Example 1 heating a solution of 75 mmols of 3'-nitrobenzylideneacetoacetic acid methyl ester and 75 mmols of β-aminocrotonic acid 2-phenylethyl ester in 120 ml of ethanol gave 2,6-dimethyl-3-methoxycarbonyl-4-(3'-nitrophenyl)-1,4-dihydropyridine-5-carboxylic acid 2-phenylethyl ester of melting point 122° C (from ethanol). Reactants: O=C1C(=CN=C2N1C=NC=1C=CC(=CC21)NC(C(CC)CC)=O)C(=O)OC (methyl 4-oxo-10-(2-ethylbutyramido)-4H-pyrimido[1,2-C]quinazoline-3-carboxylate), [I-].[Li+] (lithium iodide), N1=CC=CC=C1 (pyridine). The solvent is O (water). Reaction conditions: temperature 120 celsius, time 1.5 hour. The product is O=C1C(=CN=C2N1C=NC=1C=CC(=CC21)NC(C(CC)CC)=O)C(=O)O (4-oxo-10-(2-ethylbutyramido)-4H-pyrimido[1,2-C]quinazoline-3-carboxylic acid). Isolated yield 22.7%. As a reaction SMILES: [O:1]=[C:2]1[N:7]2[CH:8]=[N:9][C:10]3[CH:11]=[CH:12][C:13]([NH:16][C:17](=[O:23])[CH:18]([CH2:21][CH3:22])[CH2:19][CH3:20])=[CH:14][C:15]=3[C:6]2=[N:5][CH:4]=[C:3]1[C:24]([O:26]C)=[O:25].[I-].[Li+].N1C=CC=CC=1>O>[O:1]=[C:2]1[N:7]2[CH:8]=[N:9][C:10]3[CH:11]=[CH:12][C:13]([NH:16][C:17](=[O:23])[CH:18]([CH2:21][CH3:22])[CH2:19][CH3:20])=[CH:14][C:15]=3[C:6]2=[N:5][CH:4]=[C:3]1[C:24]([OH:26])=[O:25] |f:1.2|. Reported procedure: A mixture of methyl 4-oxo-10-(2-ethylbutyramido)-4H-pyrimido[1,2-C]quinazoline-3-carboxylate (3.2 g), anhydrous lithium iodide (8.0 g) and dry pyridine (32 ml) was stirred at 120° C. for 1.5 hours. The reaction mixture was concentrated under reduced pressure to give a residue, which was dissolved in water. Insoluble materials were removed by filtration. The aqueous layer was adjusted to pH 1-2 with conc. hydrochloric acid to give crystals, which were separated by filtration and dried. The crude ... Reaction SMILES: [BH4-].[Na+].[C:3]12[C:10]3=[CH:11][CH:12]=[CH:13][CH:14]=[C:9]3[C:8](=O)[O:7][C:5](=[O:6])[C:4]1=[CH:16][CH:17]=[CH:18][CH:19]=2.Cl>CN(C=O)C.O>[CH:19]1[C:3]2[C:10]3[CH:11]=[CH:12][CH:13]=[CH:14][C:9]=3[CH2:8][O:7][C:5](=[O:6])[C:4]=2[CH:16]=[CH:17][CH:18]=1 |f:0.1|. Isolated yield 75.7%. Yields the product C1=CC=CC=2C(OCC3=C(C21)C=CC=C3)=O (7H-dibenzo[c,e]oxepin-5-one). Solvent: O (water), CN(C)C=O (DMF). Procedure details: 9.0 g (0.24 mol) of sodium borohydride were added in portions at 5° C. in the course of 10 min to a suspension of 50.0 g (0.22 mol) of diphenic anhydride in 220 ml of DMF. After stirring at RT for 1 h, the reaction mixture was poured onto 220 ml of 6 M hydrochloric acid, diluted with 750 ml of water and stirred for 2 h. The deposited precipitate was filtered off with suction and 35.0 g of 7H-dibenzo[c,e]oxepin-5-one were obtained; m.p. 131° C. Reaction conditions: time 1 hour. Reactants: [BH4-].[Na+] (sodium borohydride), C=12C(C(=O)OC(C=3C2=CC=CC3)=O)=CC=CC1 (diphenic anhydride), Cl (hydrochloric acid). Starting materials: CI, COc1cc2c(=S)[nH]cnc2cc1OCc1ccccc1, Cl, [Na+], C1CCOC1, [OH-], O. The product is COc1cc2c(SC)ncnc2cc1OCc1ccccc1. Reaction SMILES: [CH3:24][I:25].[CH3:3][O:4][c:5]1[cH:6][c:7]2[c:8](=[S:23])[nH:9][cH:10][n:11][c:12]2[cH:13][c:14]1[O:15][CH2:16][c:17]1[cH:18][cH:19][cH:20][cH:21][cH:22]1.[ClH:26].[Na+:2].[O:27]1[CH2:28][CH2:29][CH2:30][CH2:31]1.[OH-:1].[OH2:32]>>[CH3:3][O:4][c:5]1[cH:6][c:7]2[c:8]([S:23][CH3:24])[n:9][cH:10][n:11][c:12]2[cH:13][c:14]1[O:15][CH2:16][c:17]1[cH:18][cH:19][cH:20][cH:21][cH:22]1. The reactants are BrC1=CC=C(C=C1)CC(=O)Cl ((4-bromo-phenyl)-acetyl chloride), three-necked, [Al+3].[Cl-].[Cl-].[Cl-] (AlCl3), C1(=CC=CC=C1)OC (anisole). Run in Cl (HCl). Product: BrC1=CC=C(C=C1)CC(=O)C1=CC=C(C=C1)OC (2-(4-bromophenyl)-1-(4-methoxyphenyl) ethanone). The yield is 72.7%. RXN SMILES: [Al+3].[Cl-].[Cl-].[Cl-].[C:5]1([O:11][CH3:12])[CH:10]=[CH:9][CH:8]=[CH:7][CH:6]=1.[Br:13][C:14]1[CH:19]=[CH:18][C:17]([CH2:20][C:21](Cl)=[O:22])=[CH:16][CH:15]=1>Cl>[Br:13][C:14]1[CH:19]=[CH:18][C:17]([CH2:20][C:21]([C:8]2[CH:9]=[CH:10][C:5]([O:11][CH3:12])=[CH:6][CH:7]=2)=[O:22])=[CH:16][CH:15]=1 |f:0.1.2.3|. Reported procedure: To a 50 mL three-necked flask containing AlCl3 (4.406 g; 33.05 mmol) under N2, anisole (IVa) (4.467 g; 41.31 mmol) was added in one portion at RT. The reaction was exothermic. To this suspension (4-bromo-phenyl)-acetyl chloride (IIIa) (6.430 g; 27.54 mmol) was added drop wise keeping temperature below 20° C. Then the resulting red suspension was stirred at RT for 3h30. The red thick solution was poured under stirring into a mixture of ice and 1N HCl (100 mL), then the resulting white solid was f... Reactants: CC1=CNC2=CC=CC=C12 (3-methyl-1H-indole), CN(C1(CCC(CC1)(O)C1=CC(=CC=C1)OC)C1=CC=CC=C1)C (4-dimethylamino-1-(3-methoxyphenyl)-4-phenylcyclohexanol), [OH-].[Na+] (NaOH), FC(S(=O)(=O)O)(F)F (trifluoromethane sulphonic acid). The solvent is ClCCl (dichloromethane), O=O (oxygen). Conditions: time 16 hour. Product: COC=1C=C(C=CC1)C1(CCC(CC1)(C1=CC=CC=C1)N(C)C)C=1NC2=CC=CC=C2C1C (4-(3-methoxyphenyl)-N,N-dimethyl-4-(3-methyl-1H-indol-2-yl)-1-phenylcyclohexylamine). Reaction SMILES: [CH3:1][C:2]1[C:10]2[C:5](=[CH:6][CH:7]=[CH:8][CH:9]=2)[NH:4][CH:3]=1.[CH3:11][N:12]([CH3:34])[C:13]1([C:28]2[CH:33]=[CH:32][CH:31]=[CH:30][CH:29]=2)[CH2:18][CH2:17][C:16]([C:20]2[CH:25]=[CH:24][CH:23]=[C:22]([O:26][CH3:27])[CH:21]=2)(O)[CH2:15][CH2:14]1.FC(F)(F)S(O)(=O)=O.[OH-].[Na+]>ClCCl.O=O>[CH3:27][O:26][C:22]1[CH:21]=[C:20]([C:16]2([C:3]3[NH:4][C:5]4[C:10]([C:2]=3[CH3:1])=[CH:9][CH:8]=[CH:7][CH:6]=4)[CH2:15][CH2:14][C:13]([N:12]([CH3:11])[CH3:34])([C:28]3[CH:33]=[CH:32][CH:31]=[CH:30][CH:29]=3)[CH2:18][CH2:17]2)[CH:25]=[CH:24][CH:23]=1 |f:3.4|. Procedure: 3-methyl-1H-indole (393 mg, 3 mmol) and the 4-dimethylamino-1-(3-methoxyphenyl)-4-phenylcyclohexanol (651 mg, 2 mmol) mixture were dissolved in absolute dichloromethane (50 ml) with exclusion of oxygen, mixed with trifluoromethane sulphonic acid (581 μl, 3 mmol) and stirred for 16 h at room temperature. For work up the batch was mixed with 5N NaOH (50 ml) and stirred for 1 h at room temperature. The aqueous phase was separated and extracted with dichloromethane (3×25 ml). The combined organic ph... Starting materials: [Si](C)(C)(C(C)(C)C)OCC1=CC=2OCCC3=C(C2N=C1C(=O)O)SC(=C3)CC (3-tert-butyldimethylsilyloxymethyl-9-ethylcarboxy-6,7-dihydropyrido[3,2-b]thieno[2,3-d]oxepine), O1CCCC1 (tetrahydrofuran), [OH-].[Li+] (lithium hydroxide). Run in O (water), O (water). Run at time 8 hour. Yields the product [Si](C)(C)(C(C)(C)C)OCC1=CC=2OCCC3=C(C2N=C1)SC(=C3)C(=O)O (3-tert-butyldimethylsilyloxymethyl-9-carboxy-6,7-dihydropyrido[3,2-b]thieno[2,3-d]oxepine). Reaction SMILES: [Si:1]([O:8][CH2:9][C:10]1[C:20](C(O)=O)=[N:19][C:18]2[C:17]3[S:24][C:25](CC)=[CH:26][C:16]=3[CH2:15][CH2:14][O:13][C:12]=2[CH:11]=1)([C:4]([CH3:7])([CH3:6])[CH3:5])([CH3:3])[CH3:2].[O:29]1[CH2:33]CCC1.[OH-:34].[Li+]>O>[Si:1]([O:8][CH2:9][C:10]1[CH:20]=[N:19][C:18]2[C:17]3[S:24][C:25]([C:33]([OH:29])=[O:34])=[CH:26][C:16]=3[CH2:15][CH2:14][O:13][C:12]=2[CH:11]=1)([C:4]([CH3:7])([CH3:5])[CH3:6])([CH3:3])[CH3:2] |f:2.3|. Procedure details: To a solution of 3-tert-butyldimethylsilyloxymethyl-9-ethylcarboxy-6,7-dihydropyrido[3,2-b]thieno[2,3-d]oxepine (0.100 g, 0.238 mmol) in tetrahydrofuran (0.715 mL, 8.82 mmol) and water (0.715 mL, 39.7 mmol) was added 1.00 M of lithium hydroxide in water (0.715 mL). The reaction mixture was stirred at room temperature overnight. The reaction mixture was concentrated and the residue was acidified with 1M HCl then extracted with EtOAc (3×). The combined organics were dried (Na2SO4), filtered and co... As a reaction SMILES: [Br:1][CH:2]([C:3](=[O:4])[O:5][CH3:6])[c:7]1[cH:8][cH:9][c:10]([O:13][CH3:14])[cH:11][cH:12]1.[CH3:31][C:32]#[N:33].[CH:15]([N:16]([CH2:17][CH3:18])[CH:19]([CH3:20])[CH3:21])([CH3:22])[CH3:23].[NH2:24][c:25]1[cH:26][cH:27][cH:28][cH:29][cH:30]1>>[CH:2]([C:3](=[O:4])[O:5][CH3:6])([c:7]1[cH:8][cH:9][c:10]([O:13][CH3:14])[cH:11][cH:12]1)[NH:24][c:25]1[cH:26][cH:27][cH:28][cH:29][cH:30]1. The product is COC(=O)C(Nc1ccccc1)c1ccc(OC)cc1. Reactants: COC(=O)C(Br)c1ccc(OC)cc1, CC#N, CCN(C(C)C)C(C)C, Nc1ccccc1.